This data is from the Open Reaction Database (ORD), a public repository of structured organic reaction records. The task is: describe an organic reaction: reactants, conditions, products, and yield Starting materials: N1=C(NC2=C1C=CC=C2)SCCN2CCN(CC2)CC(=O)NC=2C(=NC(=CC2SC)C)SC (2-[4-[2-(benzimidazol-2-ylthio)ethyl]piperazin-1-yl]-N-[2,4-bis(methylthio)-6-methyl-3-pyridyl]acetamide), C(\C=C/C(=O)O)(=O)O (maleic acid), C(Cl)(Cl)Cl (chloroform). The solvent is C(C)O (ethanol). Yields the product C(\C=C/C(=O)O)(=O)O.C(\C=C/C(=O)O)(=O)O.N1=C(NC2=C1C=CC=C2)SCCN2CCN(CC2)CC(=O)NC=2C(=NC(=CC2SC)C)SC (2-[4-[2-(benzimidazol-2-ylthio)ethyl]piperazin-1-yl]-N-[2,4-bis(methylthio)-6-methyl-3-pyridyl]acetamide dimaleate). Isolated yield 78.8%. RXN SMILES: [N:1]1[C:5]2[CH:6]=[CH:7][CH:8]=[CH:9][C:4]=2[NH:3][C:2]=1[S:10][CH2:11][CH2:12][N:13]1[CH2:18][CH2:17][N:16]([CH2:19][C:20]([NH:22][C:23]2[C:24]([S:32][CH3:33])=[N:25][C:26]([CH3:31])=[CH:27][C:28]=2[S:29][CH3:30])=[O:21])[CH2:15][CH2:14]1.[C:34]([OH:41])(=[O:40])/[CH:35]=[CH:36]\[C:37]([OH:39])=[O:38].C(Cl)(Cl)Cl>C(O)C>[C:34]([OH:41])(=[O:40])/[CH:35]=[CH:36]\[C:37]([OH:39])=[O:38].[C:34]([OH:41])(=[O:40])/[CH:35]=[CH:36]\[C:37]([OH:39])=[O:38].[N:1]1[C:5]2[CH:6]=[CH:7][CH:8]=[CH:9][C:4]=2[NH:3][C:2]=1[S:10][CH2:11][CH2:12][N:13]1[CH2:14][CH2:15][N:16]([CH2:19][C:20]([NH:22][C:23]2[C:24]([S:32][CH3:33])=[N:25][C:26]([CH3:31])=[CH:27][C:28]=2[S:29][CH3:30])=[O:21])[CH2:17][CH2:18]1 |f:4.5.6|. Procedure: To a solution of 2-[4-[2-(benzimidazol-2-ylthio)ethyl]piperazin-1-yl]-N-[2,4-bis(methylthio)-6-methyl-3-pyridyl]acetamide (4.58 g, 9.11 mmol) obtained in Example 32 in ethanol (170 ml) was added maleic acid (2.11 g, 18.2 mmol) with ice-cooling. The mixture was homogenized by adding chloroform (20 ml) and concentrated in vacuo. The resulting reside was crystallized from ethanol-ether to provide 5.27 g (yield 77%) of 2-[4-[2-(benzimidazol-2-ylthio)ethyl]piperazin-1-yl]-N-[2,4-bis(methylthio)-6-met... Reactants: Cl.NC1=NCCC(C1)C(=O)O (2-Amino-3,4,5,6-tetrahydropyridine-4-carboxylic acid HCl), S(=O)(Cl)Cl (thionyl chloride), CO (methanol). Yields the product Cl.NC1=NCCC(C1)C(=O)OC (2-Amino-4-methoxycarbonyl-3,4,5,6-tetrahydropyridine HCL). The yield is 27.0%. Reaction SMILES: Cl.[NH2:2][C:3]1[CH2:8][CH:7]([C:9]([OH:11])=[O:10])[CH2:6][CH2:5][N:4]=1.S(Cl)([Cl:14])=O.[CH3:16]O>>[ClH:14].[NH2:2][C:3]1[CH2:8][CH:7]([C:9]([O:11][CH3:16])=[O:10])[CH2:6][CH2:5][N:4]=1 |f:0.1,4.5|. Procedure: 2-Amino-3,4,5,6-tetrahydropyridine-4-carboxylic acid HCl (1.54 g, 8.6 mmol) was suspended in anhydrous methanol (100 ml), and thionyl chloride (0.6 ml, 8.6 mmol) was added dropwise with stirring at room temperature. The resulting solution was refluxed overnight and then evaporated to dryness in vacuo. The resulting crude white solid was recrystallized from methanol/ether to give white crystals 452 mg (27%) mp 180°-181° C., identified as product by 300 MHz nmr and ir 1733 cm-1. Calculated: C 43.6... The reactants are CCO, COc1ccc(Oc2c(Cl)cc([N+](=O)[O-])cc2Cl)cc1Cc1ccc(F)cc1. The product is COc1ccc(Oc2c(Cl)cc(N)cc2Cl)cc1Cc1ccc(F)cc1. Reaction SMILES: [CH3:29][CH2:30][OH:31].[Cl:1][c:2]1[cH:3][c:4]([N+:26]([O-:27])=[O:28])[cH:5][c:6]([Cl:25])[c:7]1[O:8][c:9]1[cH:10][c:11]([CH2:17][c:18]2[cH:19][cH:20][c:21]([F:24])[cH:22][cH:23]2)[c:12]([O:15][CH3:16])[cH:13][cH:14]1>>[Cl:1][c:2]1[cH:3][c:4]([NH2:26])[cH:5][c:6]([Cl:25])[c:7]1[O:8][c:9]1[cH:10][c:11]([CH2:17][c:18]2[cH:19][cH:20][c:21]([F:24])[cH:22][cH:23]2)[c:12]([O:15][CH3:16])[cH:13][cH:14]1. The reactants are COc1cc(OC)nc(C(O)c2cccnc2C(=O)[O-])n1, [K+], [Li+], O=[Mn](=O)(=O)[O-], [Na+], O=C([O-])O, O. Yields the product COc1cc(OC)nc(C(=O)c2cccnc2C(=O)O)n1. RXN SMILES: [CH3:12][O:13][c:14]1[n:15][c:16]([CH:22]([c:23]2[c:24]([C:29](=[O:30])[O-:31])[n:25][cH:26][cH:27][cH:28]2)[OH:32])[n:17][c:18]([O:20][CH3:21])[cH:19]1.[K+:6].[Li+:33].[Mn:1]([O-:2])(=[O:3])(=[O:4])=[O:5].[Na+:11].[O-:7][C:8]([OH:9])=[O:10].[OH2:34]>>[CH3:12][O:13][c:14]1[n:15][c:16]([C:22]([c:23]2[c:24]([C:29](=[O:30])[OH:31])[n:25][cH:26][cH:27][cH:28]2)=[O:32])[n:17][c:18]([O:20][CH3:21])[cH:19]1. Reactants: O=c1[nH]ccc2cc(Br)ccc12, CCI, CN(C)C=O, [H-], [Na+], O. Product: CCn1ccc2cc(Br)ccc2c1=O. RXN SMILES: [Br:8][c:9]1[cH:10][c:11]2[cH:12][cH:13][nH:14][c:15](=[O:19])[c:16]2[cH:17][cH:18]1.[CH2:20]([CH3:21])[I:22].[CH3:3][N:4]([CH3:5])[CH:6]=[O:7].[H-:1].[Na+:2].[OH2:23]>>[Br:8][c:9]1[cH:10][c:11]2[cH:12][cH:13][n:14]([CH2:20][CH3:21])[c:15](=[O:19])[c:16]2[cH:17][cH:18]1.